From a dataset of the Open Reaction Database (ORD), a public repository of structured organic reaction records. describe an organic reaction: reactants, conditions, products, and yield Reactants: O=C([O-])[O-], CN(CCCl)Cc1ccccc1, COc1ccc(C2Sc3cc(Cl)ccc3NC(=O)C2O)cc1, CC(C)=O, Cl, [K+], [K+]. The product is COc1ccc(C2Sc3cc(Cl)ccc3N(CCN(C)Cc3ccccc3)C(=O)C2O)cc1. As a reaction SMILES: [C:36](=[O:37])([O-:38])[O-:39].[CH2:24]([c:25]1[cH:26][cH:27][cH:28][cH:29][cH:30]1)[N:31]([CH3:32])[CH2:33][CH2:34][Cl:35].[CH3:1][O:2][c:3]1[cH:4][cH:5][c:6]([CH:9]2[S:10][c:11]3[c:12]([cH:18][cH:19][c:20]([Cl:22])[cH:21]3)[NH:13][C:14](=[O:17])[CH:15]2[OH:16])[cH:7][cH:8]1.[CH3:42][C:43](=[O:44])[CH3:45].[ClH:23].[K+:40].[K+:41]>>[CH3:1][O:2][c:3]1[cH:4][cH:5][c:6]([CH:9]2[S:10][c:11]3[c:12]([cH:18][cH:19][c:20]([Cl:22])[cH:21]3)[N:13]([CH2:34][CH2:33][N:31]([CH2:24][c:25]3[cH:26][cH:27][cH:28][cH:29][cH:30]3)[CH3:32])[C:14](=[O:17])[CH:15]2[OH:16])[cH:7][cH:8]1. Yields the product Nc1nc(C(=NOCC(F)(F)F)C(=O)O)cs1. The reactants are O=C(O)C(F)(F)F, NOCC(F)(F)F, Nc1nc(C(=O)C(=O)O)cs1, O. RXN SMILES: [F:1][C:2]([F:3])([F:4])[C:5]([OH:6])=[O:7].[F:9][C:10]([CH2:11][O:12][NH2:13])([F:14])[F:15].[NH2:16][c:17]1[s:18][cH:19][c:20]([C:22]([C:23](=[O:24])[OH:25])=[O:26])[n:21]1.[OH2:8]>>[F:9][C:10]([CH2:11][O:12][N:13]=[C:22]([c:20]1[cH:19][s:18][c:17]([NH2:16])[n:21]1)[C:23](=[O:24])[OH:25])([F:14])[F:15].